From a dataset of the Open Reaction Database (ORD), a public repository of structured organic reaction records. describe an organic reaction: reactants, conditions, products, and yield Reactants: ClCCl, CC1(C)SC2C(NC(=O)Cc3ccccc3)C(=O)N2C1NC(=O)OCC(Cl)(Cl)Cl, CO, ClP(Cl)(Cl)(Cl)Cl, [K+], [K+], [K+], [K+], [K+], [Na+], [OH-], O, O=P([O-])([O-])O, O=P([O-])([O-])[O-], c1ccncc1. Product: CC1(C)SC2C(N)C(=O)N2C1NC(=O)OCC(Cl)(Cl)Cl. As a reaction SMILES: [CH2:53]([Cl:54])[Cl:55].[CH3:1][C:2]1([CH3:29])[S:3][CH:4]2[N:5]([CH:6]1[NH:7][C:8](=[O:9])[O:10][CH2:11][C:12]([Cl:13])([Cl:14])[Cl:15])[C:16](=[O:28])[CH:17]2[NH:18][C:19](=[O:20])[CH2:21][c:22]1[cH:23][cH:24][cH:25][cH:26][cH:27]1.[CH3:63][OH:64].[Cl:30][P:31]([Cl:32])([Cl:33])([Cl:34])[Cl:35].[K+:43].[K+:44].[K+:50].[K+:51].[K+:52].[Na+:37].[OH-:36].[OH2:62].[P:38]([O-:39])([O-:40])([OH:41])=[O:42].[P:45]([O-:46])([O-:47])([O-:48])=[O:49].[cH:56]1[cH:57][cH:58][n:59][cH:60][cH:61]1>>[CH3:1][C:2]1([CH3:29])[S:3][CH:4]2[N:5]([CH:6]1[NH:7][C:8](=[O:9])[O:10][CH2:11][C:12]([Cl:13])([Cl:14])[Cl:15])[C:16](=[O:28])[CH:17]2[NH2:18]. The reactants are C(C)OC(=O)C=1SC(=NN1)NC(C1=C(C=C(C(=C1)Cl)OC1=C(C=NC=C1)C(=O)N1CCN(C2=CC=CC=C12)C1CC1)Cl)=O (5-{2,5-Dichloro-4-[3-(4-cyclopropyl-3,4-dihydro-2H-quinoxaline-1-carbonyl)-pyridin-4-yloxy]-benzoylamino}-[1,3,4]thiadiazole-2-carboxylic acid ethyl ester), O (water), O.[OH-].[Li+] (lithiumhydroxide monohydrate), O.[OH-].[Li+] (lithiumhydroxide monohydrate), Cl (hydrochloric acid). Solvent: O1CCOCC1 (dioxane), C(C)(=O)OCC (ethyl acetate). Conditions: time 2 hour. The product is ClC1=C(C(=O)NC=2SC=NN2)C=C(C(=C1)OC1=C(C=NC=C1)C(=O)N1CCN(C2=CC=CC=C12)C1CC1)Cl (2,5-Dichloro-4-[3-(4-cyclopropyl-3,4-dihydro-2H-quinoxaline-1-carbonyl)-pyridin-4-yloxy]-N-[1,3,4]thiadiazol-2-yl-benzamide). Isolated yield 33.0%. RXN SMILES: C(OC([C:6]1[S:7][C:8]([NH:11][C:12](=[O:43])[C:13]2[CH:18]=[C:17]([Cl:19])[C:16]([O:20][C:21]3[CH:26]=[CH:25][N:24]=[CH:23][C:22]=3[C:27]([N:29]3[C:38]4[C:33](=[CH:34][CH:35]=[CH:36][CH:37]=4)[N:32]([CH:39]4[CH2:41][CH2:40]4)[CH2:31][CH2:30]3)=[O:28])=[CH:15][C:14]=2[Cl:42])=[N:9][N:10]=1)=O)C.O.O.[OH-].[Li+].Cl>O1CCOCC1.C(OCC)(=O)C>[Cl:42][C:14]1[CH:15]=[C:16]([O:20][C:21]2[CH:26]=[CH:25][N:24]=[CH:23][C:22]=2[C:27]([N:29]2[C:38]3[C:33](=[CH:34][CH:35]=[CH:36][CH:37]=3)[N:32]([CH:39]3[CH2:40][CH2:41]3)[CH2:31][CH2:30]2)=[O:28])[C:17]([Cl:19])=[CH:18][C:13]=1[C:12]([NH:11][C:8]1[S:7][CH:6]=[N:10][N:9]=1)=[O:43] |f:2.3.4|. Reported procedure: To a solution of 0.10 g (0.16 mmol) 5-{2,5-dichloro-4-[3-(4-cyclopropyl-3,4-dihydro-2H-quinoxaline-1-carbonyl)-pyridin-4-yloxy]-benzoylamino}-[1,3,4]thiadiazole-2-carboxylic acid ethyl ester (Example 47) in 1 mL dioxane were added 1 mL water and 0.008 g (0.19 mmol) lithiumhydroxide monohydrate. The resulting suspension was stirred for 2 hours at room temperature and then at 80° C. for 5.5 hours. Another 0.001 g (0.024 mmol) lithiumhydroxide monohydrate was added and the reaction mixture was heat... Starting materials: CNC, CCO, CCOC(=O)Cn1nnnc1S. Product: CN(C)C(=O)Cn1nnnc1S. As a reaction SMILES: [CH3:13][NH:14][CH3:15].[CH3:16][CH2:17][OH:18].[SH:1][c:2]1[n:3][n:4][n:5][n:6]1[CH2:7][C:8]([O:10][CH2:9][CH3:11])=[O:12]>>[SH:1][c:2]1[n:3][n:4][n:5][n:6]1[CH2:7][C:8](=[O:10])[N:14]([CH3:13])[CH3:15]. The reactants are CCOC(=O)/N=N/C(=O)OCC (Diethylazodicarboxylate), O[C@H]1CN(CCC1)C(=O)OC(C)(C)C (tert-butyl (3R)-3-hydroxypiperidine-1-carboxylate), ClC1=NC=NC2=CC(=C(C=C12)OC)O (4-chloro-6-methoxyquinazolin-7-ol), C1(=CC=CC=C1)P(C1=CC=CC=C1)C1=CC=CC=C1 (triphenylphosphine). The solvent is C(Cl)Cl (methylene chloride). Run at temperature 0 celsius, time 3 hour. Product: ClC1=NC=NC2=CC(=C(C=C12)OC)O[C@@H]1CN(CCC1)C(=O)OC(C)(C)C (tert-butyl (3S)-3-[(4-chloro-6-methoxyquinazolin-7-yl)oxy]piperidine-1-carboxylate). Isolated yield 58.6%. RXN SMILES: CCOC(/N=N/C(OCC)=O)=O.[OH:13][C@@H:14]1[CH2:19][CH2:18][CH2:17][N:16]([C:20]([O:22][C:23]([CH3:26])([CH3:25])[CH3:24])=[O:21])[CH2:15]1.[Cl:27][C:28]1[C:37]2[C:32](=[CH:33][C:34](O)=[C:35]([O:38][CH3:39])[CH:36]=2)[N:31]=[CH:30][N:29]=1.C1(P(C2C=CC=CC=2)C2C=CC=CC=2)C=CC=CC=1>C(Cl)Cl>[Cl:27][C:28]1[C:37]2[C:32](=[CH:33][C:34]([O:13][C@H:14]3[CH2:19][CH2:18][CH2:17][N:16]([C:20]([O:22][C:23]([CH3:26])([CH3:25])[CH3:24])=[O:21])[CH2:15]3)=[C:35]([O:38][CH3:39])[CH:36]=2)[N:31]=[CH:30][N:29]=1. Procedure: Diethylazodicarboxylate (3.73 g) was added dropwise to a mixture of tert-butyl (3R)-3-hydroxypiperidine-1-carboxylate (4.29 g), 4-chloro-6-methoxyquinazolin-7-ol (3.00 g) and triphenylphosphine (5.61 g) in methylene chloride (75 ml). The solution was then heated to 0° C. and stirred for 3 hours. After cooling the mixture was filtered and then purified by flash column chromatography eluting with isohexane/acetone/triethylamine (80/20/1) to give tert-butyl (3S)-3-[(4-chloro-6-methoxyquinazolin-7-y... Reactants: B(Br)(Br)Br (boron tribromide), COC=1C=C(C=CC1OC)C1CCCC(N1C1=CC=C(C=C1)Cl)=O (6-(3,4-dimethoxyphenyl)-1-(4-chlorophenyl)-2-piperidone), ice water. The solvent is C(Cl)Cl (methylene chloride). The product is OC=1C=C(C=CC1O)C1CCCC(N1C1=CC=C(C=C1)Cl)=O (6-(3,4-dihydroxyphenyl)-1-(4-chlorophenyl)-2-piperidone). Yield: 78.0%. RXN SMILES: C[O:2][C:3]1[CH:4]=[C:5]([CH:11]2[N:16]([C:17]3[CH:22]=[CH:21][C:20]([Cl:23])=[CH:19][CH:18]=3)[C:15](=[O:24])[CH2:14][CH2:13][CH2:12]2)[CH:6]=[CH:7][C:8]=1[O:9]C.B(Br)(Br)Br>C(Cl)Cl>[OH:2][C:3]1[CH:4]=[C:5]([CH:11]2[N:16]([C:17]3[CH:18]=[CH:19][C:20]([Cl:23])=[CH:21][CH:22]=3)[C:15](=[O:24])[CH2:14][CH2:13][CH2:12]2)[CH:6]=[CH:7][C:8]=1[OH:9]. Reported procedure: To a solution of 670 mg of 6-(3,4-dimethoxyphenyl)-1-(4-chlorophenyl)-2-piperidone in 17 ml of methylene chloride was added, under ice-cooling, 1.0 ml of boron tribromide, and the mixture was stirred under ice-cooling for 1 hour and at room temperature for 45 minutes. The mixture was treated with ice-water, extracted with chloroform. The extracts were washed with water, dried, and concentrated under reduced pressure. The residue was recrystallized from ethyl acetate to give 480 mg of 6-(3,4-dihy...